The task is: describe an organic reaction: reactants, conditions, products, and yield. This data is from the Open Reaction Database (ORD), a public repository of structured organic reaction records. Reactants: COC=1C=C(CCl)C=CC1 (3-methoxybenzyl chloride), [Mg] (magnesium), CCOCC (ether), Cl.C(C1=CC=CC=C1)CNC1(C(CCC1)=O)C (2-(N-Benzylmethylamino)-methyl-cyclopentanone hydrochloride), [Cl-].[NH4+] (ammonium chloride). Reaction SMILES: Cl.[CH2:2]([CH2:9][NH:10][C:11]1([CH3:17])[CH2:15][CH2:14][CH2:13][C:12]1=[O:16])[C:3]1[CH:8]=[CH:7][CH:6]=[CH:5][CH:4]=1.[CH3:18][O:19][C:20]1[CH:21]=[C:22]([CH:25]=[CH:26][CH:27]=1)[CH2:23]Cl.[Mg].[Cl-].[NH4+].[CH3:31]COCC>>[CH2:2]([CH2:9][NH:10][C:11]1([CH3:17])[CH2:15][CH2:14][CH2:13][CH2:31][C:12]1([CH2:23][C:22]1[CH:25]=[CH:26][CH:27]=[C:20]([O:19][CH3:18])[CH:21]=1)[OH:16])[C:3]1[CH:4]=[CH:5][CH:6]=[CH:7][CH:8]=1 |f:0.1,4.5|. The product is C(C1=CC=CC=C1)CNC1(C(CCCC1)(O)CC1=CC(=CC=C1)OC)C (2-(N-Benzylmethylamino)-methyl-1-(3-methoxybenzyl)cyclohexanol). Run at time 16 hour. Reported procedure: 67 g (0.25 mole) of 2-(N-benzylmethylamino)methylcyclohexanone hydrochloride obtained as described in (a) are introduced in the course of 30 minutes, whilst stirring and cooling, into a Grignard solution which has been prepared from 110 g (0.7 mole) of 3-methoxybenzyl chloride, 16.8 g of magnesium and 700 ml of dry ether; stirring is continued for 16 hours at room temperature, the reaction mixture is decomposed with an excess of concentrated ammonium chloride solution, the ether layer is separat...